From a dataset of the Open Reaction Database (ORD), a public repository of structured organic reaction records. describe an organic reaction: reactants, conditions, products, and yield Starting materials: FC(C(=O)O)(F)F (Trifluoroacetic acid), ClCCCC(C(=O)NNC(=O)OC(C)(C)C)C1CC1 (tert-butyl N′-(5-chloro-2-cyclopropyl-pentanoyl)-hydrazinecarboxylate), C([O-])(O)=O.[Na+] (sodium bicarbonate), C(C)(=O)OCC (ethyl acetate). The solvent is C(Cl)Cl (methylene chloride). Run at time 2 hour. Yields the product ClCCCC(C(=O)NN)C1CC1 (5-chloro-2-cyclopropyl-valeric acid hydrazide). Isolated yield 93.1%. RXN SMILES: FC(F)(F)C(O)=O.[Cl:8][CH2:9][CH2:10][CH2:11][CH:12]([CH:24]1[CH2:26][CH2:25]1)[C:13]([NH:15][NH:16]C(OC(C)(C)C)=O)=[O:14].C(=O)(O)[O-].[Na+].C(OCC)(=O)C>C(Cl)Cl>[Cl:8][CH2:9][CH2:10][CH2:11][CH:12]([CH:24]1[CH2:25][CH2:26]1)[C:13]([NH:15][NH2:16])=[O:14] |f:2.3|. Reported procedure: Trifluoroacetic acid (0.5 ml) was added to a solution of tert-butyl N′-(5-chloro-2-cyclopropyl-pentanoyl)-hydrazinecarboxylate (208 mg) in methylene chloride (1 ml) under ice-cooling, and then the reaction solution was stirred at room temperature for two hours. A saturated sodium bicarbonate solution and ethyl acetate were added to the reaction solution, and the organic layer was separated. The organic layer was sequentially washed with a saturated sodium bicarbonate solution and brine. The comb...